Dataset: the Open Reaction Database (ORD), a public repository of structured organic reaction records. Task: describe an organic reaction: reactants, conditions, products, and yield Starting materials: C(=O)(OC(C)(C)C)N1C[C@H](CC1)N(C(C(C=O)(C)C)=O)C1CCC(CC1)(C)C ((3S)-1-Boc-3-[(4,4-dimethylcyclohexyl)(2,2-dimethyl-3-oxopropanoyl)amino]pyrrolidine), C[Mg]Br (methylmagnesium bromide), Cl (HCl). Run in C1CCOC1 (THF). Reaction conditions: time 2 hour. The product is C(=O)(OC(C)(C)C)N1CC(CC1)N(C(C(C(C)O)(C)C)=O)C1CCC(CC1)(C)C (1-Boc-3-[(4,4-dimethylcyclohexyl)(3-hydroxy-2,2-dimethylbutanoyl)amino]pyrrolidine). The yield is 92.0%. As a reaction SMILES: [C:1]([N:8]1[CH2:12][CH2:11][C@H:10]([N:13]([CH:21]2[CH2:26][CH2:25][C:24]([CH3:28])([CH3:27])[CH2:23][CH2:22]2)[C:14](=[O:20])[C:15]([CH3:19])([CH3:18])[CH:16]=[O:17])[CH2:9]1)([O:3][C:4]([CH3:7])([CH3:6])[CH3:5])=[O:2].[CH3:29][Mg]Br.Cl>C1COCC1>[C:1]([N:8]1[CH2:12][CH2:11][CH:10]([N:13]([CH:21]2[CH2:26][CH2:25][C:24]([CH3:28])([CH3:27])[CH2:23][CH2:22]2)[C:14](=[O:20])[C:15]([CH3:19])([CH3:18])[CH:16]([OH:17])[CH3:29])[CH2:9]1)([O:3][C:4]([CH3:5])([CH3:6])[CH3:7])=[O:2]. Reported procedure: To a solution of (3S)-1-Boc-3-[(4,4-dimethylcyclohexyl)(2,2-dimethyl-3-oxopropanoyl)amino]pyrrolidine (250 mg, 0.63 mmol) prepared in Step A of Example C3 in THF was slowly added dropwise methylmagnesium bromide (in diethylether, 3.0M, 0.25 ml, 0.76 mmol) at 0° C., and the solution was stirred at rt for 2 h. After the reaction finished, to the solution was added 1N-HCl at 0° C., and extracted with EtOAc. The organic layer was dried over MgSO4, concentrated in vacuo, and purified by column chroma...